From a dataset of the Open Reaction Database (ORD), a public repository of structured organic reaction records. describe an organic reaction: reactants, conditions, products, and yield Starting materials: N(=[N+]=[N-])C[C@@H](O)C1=CC(=C(C(=C1)OC)OC)OC ((1S)-2-azido-1-(3,4,5-trimethoxyphenyl)ethanol). The reagents and catalysts are [Pd] (Pd/C). Solvent: C(C)O (ethanol). The product is NC[C@@H](O)C1=CC(=C(C(=C1)OC)OC)OC ((1S)-2-amino-1-(3,4,5-trimethoxyphenyl)ethanol). Isolated yield 95.0%. Reaction SMILES: [N:1]([CH2:4][C@H:5]([C:7]1[CH:12]=[C:11]([O:13][CH3:14])[C:10]([O:15][CH3:16])=[C:9]([O:17][CH3:18])[CH:8]=1)[OH:6])=[N+]=[N-]>C(O)C.[Pd]>[NH2:1][CH2:4][C@H:5]([C:7]1[CH:8]=[C:9]([O:17][CH3:18])[C:10]([O:15][CH3:16])=[C:11]([O:13][CH3:14])[CH:12]=1)[OH:6]. Procedure: A mixture of Example 23D (253 mg; 1.0 mmol) and 10% Pd/C (50 mg) in ethanol (7 mL) was stirred for 18 hours under hydrogen (balloon), filtered through diatomaceous earth (Celite®), and concentrated. The concentrate was redissolved in ethanol, filtered again through diatomaceous earth, and concentrated to provide 216 mg (95%) of the desired product as an off-white solid which was used in the next step without further purification. Reactants: COC1=CC=C(C=C1)C#CCCCCO (6-(4-methoxyphenyl)-5-hexynyl alcohol), mesyl ester, C(C)OC(CCC1=C(C=CC(=C1)C(C1=CC(=CC=C1)C(=O)OCC)=O)O)=O (5-[3(ethoxycarbonyl)benzoyl]-2-hydroxybenzenepropanoic acid ethyl ester). The product is C(C)OC(CCC1=C(C=CC(=C1)C(C1=CC(=CC=C1)C(=O)OCC)=O)OCCCCC#CC1=CC=C(C=C1)OC)=O (2-{[6-(4-Methoxyphenyl)-5-hexynyl]oxy}-5-[3-(ethoxycarbonyl)benzoyl]benzenepropanoic acid ethyl ester). Isolated yield 55.0%. RXN SMILES: [CH3:1][O:2][C:3]1[CH:8]=[CH:7][C:6]([C:9]#[C:10][CH2:11][CH2:12][CH2:13][CH2:14][OH:15])=[CH:5][CH:4]=1.[CH2:16]([O:18][C:19](=[O:42])[CH2:20][CH2:21][C:22]1[CH:27]=[C:26]([C:28](=[O:40])[C:29]2[CH:34]=[CH:33][CH:32]=[C:31]([C:35]([O:37][CH2:38][CH3:39])=[O:36])[CH:30]=2)[CH:25]=[CH:24][C:23]=1O)[CH3:17]>>[CH2:16]([O:18][C:19](=[O:42])[CH2:20][CH2:21][C:22]1[CH:27]=[C:26]([C:28](=[O:40])[C:29]2[CH:34]=[CH:33][CH:32]=[C:31]([C:35]([O:37][CH2:38][CH3:39])=[O:36])[CH:30]=2)[CH:25]=[CH:24][C:23]=1[O:15][CH2:14][CH2:13][CH2:12][CH2:11][C:10]#[C:9][C:6]1[CH:7]=[CH:8][C:3]([O:2][CH3:1])=[CH:4][CH:5]=1)[CH3:17]. Procedure: Following the procedure of Example 92B, 0.38 g of 6-(4-methoxyphenyl)-5-hexynyl alcohol were converted to the mesyl ester and reacted with 0.69 g of 5-[3(ethoxycarbonyl)benzoyl]-2-hydroxybenzenepropanoic acid ethyl ester to provide the title product in 55% yield as an oil. Starting materials: Cl[Mg]c1ccccc1 (effective_coupling_partner), CCN(CC)C(=O)Oc1cccc(NC(=O)OC(C)(C)C)c1 (substrate). Reaction conditions: temperature 25 celsius, time 16 hour. Product: CC(C)(C)OC(=O)Nc2cccc(c1ccccc1)c2.